Dataset: the Open Reaction Database (ORD), a public repository of structured organic reaction records. Task: describe an organic reaction: reactants, conditions, products, and yield The solvent is C(C)O (ethanol), CN(C)C=O (DMF). Starting materials: Cl (HCl), C(C)OC(=O)C1=C(N(C2=CC(=C(C=C12)OC)Br)C1CC1)C (6-bromo-1-cyclopropyl-5-methoxy-2-methyl-1H-indole-3-carboxylic acid ethyl ester), CC=1C=C(C=CC1B1OC(C(O1)(C)C)(C)C)O (3-methyl-4-(4,4,5,5-tetramethyl-[1,3,2]dioxaborolan-2-yl)-phenol), tetrakis(triphenylphosphene)palladium, C([O-])([O-])=O.[Na+].[Na+] (sodium carbonate). Procedure: A mixture of 6-bromo-1-cyclopropyl-5-methoxy-2-methyl-1H-indole-3-carboxylic acid ethyl ester (355 mg, 1.01 mmol), 3-methyl-4-(4,4,5,5-tetramethyl-[1,3,2]dioxaborolan-2-yl)-phenol (472 mg, 2.20 mmol), tetrakis(triphenylphosphene)palladium (87 mg, 0.075 mmol), aqueous sodium carbonate (2 M, 3.0 mL, 6.00 mmol), DMF (5.9 mL) and ethanol (5.9 mL) is heated under nitrogen at 85° C. for 4 h. The mixture is acidified with 1 N HCl and extracted with ethyl acetate. The ethyl acetate layers are combined a... The yield is 50.9%. Conditions: temperature 85 celsius. Yields the product C(C)OC(=O)C1=C(N(C2=CC(=C(C=C12)C)C1=C(C=C(C=C1)O)C)C1CC1)C (1-Cyclopropyl-6-(4-hydroxy-2-methyl-phenyl)-5-methyl-2-methyl-1H-indole-3-carboxylic acid ethyl ester). Reaction SMILES: [CH2:1]([O:3][C:4]([C:6]1[C:14]2[C:9](=[CH:10][C:11](Br)=[C:12](OC)[CH:13]=2)[N:8]([CH:18]2[CH2:20][CH2:19]2)[C:7]=1[CH3:21])=[O:5])[CH3:2].[CH3:22][C:23]1[CH:24]=[C:25]([OH:38])[CH:26]=[CH:27][C:28]=1B1OC(C)(C)C(C)(C)O1.[C:39](=O)([O-])[O-].[Na+].[Na+].Cl>C(O)C.CN(C=O)C>[CH2:1]([O:3][C:4]([C:6]1[C:14]2[C:9](=[CH:10][C:11]([C:28]3[CH:27]=[CH:26][C:25]([OH:38])=[CH:24][C:23]=3[CH3:22])=[C:12]([CH3:39])[CH:13]=2)[N:8]([CH:18]2[CH2:20][CH2:19]2)[C:7]=1[CH3:21])=[O:5])[CH3:2] |f:2.3.4|. The reactants are ClCCl, COCCCOc1ccnc(CO)c1C, O=S(Cl)Cl. Yields the product COCCCOc1ccnc(CCl)c1C. Reaction SMILES: [Cl:20][CH2:21][Cl:22].[OH:1][CH2:2][c:3]1[n:4][cH:5][cH:6][c:7]([O:10][CH2:11][CH2:12][CH2:13][O:14][CH3:15])[c:8]1[CH3:9].[S:16]([Cl:17])([Cl:18])=[O:19]>>[CH2:2]([c:3]1[n:4][cH:5][cH:6][c:7]([O:10][CH2:11][CH2:12][CH2:13][O:14][CH3:15])[c:8]1[CH3:9])[Cl:18]. The reactants are ClC1=CC=C(CN2C(=C3C=4C(=C(C=CC24)OC)SC(C3=O)C)CC(=O)OCC)C=C1 (Ethyl 5-(4-chlorobenzyl)-8-methoxy-2-methyl-3,5-dihydro-3-oxo-2H-thiopyrano[4,3,2-cd]indole-4-acetate), [BH3-]C#N.[Na+] (NaCNBH3). Reagents/catalysts: [Zn+2].[I-].[I-] (ZnI2). The solvent is ClCCCl (1,2-dichloroethane), C(Cl)Cl (CH2Cl2). The product is ClC1=CC=C(CN2C(=C3C=4C(=C(C=CC24)OC)SC(C3)C)CC(=O)OCC)C=C1 (Ethyl 5-(4-chlorobenzyl)-8-methoxy-2-methyl-3,5-dihydro-2H-thiopyrano[4,3,2-cd]indole-4-acetate). As a reaction SMILES: [Cl:1][C:2]1[CH:30]=[CH:29][C:5]([CH2:6][N:7]2[C:15]3[CH:14]=[CH:13][C:12]([O:16][CH3:17])=[C:11]4[S:18][CH:19]([CH3:22])[C:20](=O)[C:9]([C:10]=34)=[C:8]2[CH2:23][C:24]([O:26][CH2:27][CH3:28])=[O:25])=[CH:4][CH:3]=1.[BH3-]C#N.[Na+]>ClCCCl.C(Cl)Cl.[Zn+2].[I-].[I-]>[Cl:1][C:2]1[CH:30]=[CH:29][C:5]([CH2:6][N:7]2[C:15]3[CH:14]=[CH:13][C:12]([O:16][CH3:17])=[C:11]4[S:18][CH:19]([CH3:22])[CH2:20][C:9]([C:10]=34)=[C:8]2[CH2:23][C:24]([O:26][CH2:27][CH3:28])=[O:25])=[CH:4][CH:3]=1 |f:1.2,5.6.7|. Reported procedure: To a suspension of product from Step 2 (886 mg) in 1,2-dichloroethane (16 mL) there was added ZnI2 (960 mg) and NaCNBH3 (440 mg). The mixture was heated to 60° for 1 hour, cooled, diluted with CH2Cl2, washed 3× with H2O, dried over Na2SO4, filtered and evaporated to afford the title product as an oil which slowly solidified. It was used as such in the next step. The reactants are CC(C)(C)[Si](Cl)(c1ccccc1)c1ccccc1, ClCCl, CN(C)C=O, NC(=O)Cc1coc2cc(O)ccc12, c1c[nH]cn1. Product: CC(C)(C)[Si](Oc1ccc2c(CC(N)=O)coc2c1)(c1ccccc1)c1ccccc1. RXN SMILES: [C:23]([CH3:24])([CH3:25])([CH3:26])[Si:27]([Cl:28])([c:29]1[cH:30][cH:31][cH:32][cH:33][cH:34]1)[c:35]1[cH:36][cH:37][cH:38][cH:39][cH:40]1.[Cl:15][CH2:16][Cl:17].[O:41]=[CH:42][N:43]([CH3:44])[CH3:45].[OH:1][c:2]1[cH:3][c:4]2[c:5]([c:6]([CH2:9][C:10](=[O:11])[NH2:12])[cH:7][o:8]2)[cH:13][cH:14]1.[nH:18]1[cH:19][cH:20][n:21][cH:22]1>>[O:1]([c:2]1[cH:3][c:4]2[c:5]([c:6]([CH2:9][C:10](=[O:11])[NH2:12])[cH:7][o:8]2)[cH:13][cH:14]1)[Si:27]([C:23]([CH3:24])([CH3:25])[CH3:26])([c:29]1[cH:30][cH:31][cH:32][cH:33][cH:34]1)[c:35]1[cH:36][cH:37][cH:38][cH:39][cH:40]1.